From a dataset of the Open Reaction Database (ORD), a public repository of structured organic reaction records. describe an organic reaction: reactants, conditions, products, and yield The reactants are C(C)OC(C1=CC=C(C=C1)NC1=C(C=C(C=C1)[N+](=O)[O-])[N+](=O)[O-])=O (4-(2,4-dinitrophenylamino)benzoic acid ethyl ester), [Cl-].[NH4+] (ammonium chloride), N (ammonia), [S-2].[Na+].[Na+] (sodium sulfide). Run in O (water), C(C)O (ethanol). Conditions: time 1 hour. Product: C(C)OC(C1=CC=C(C=C1)NC1=C(C=C(C=C1)[N+](=O)[O-])N)=O (4-(2-amino-4-nitrophenylamino)benzoic acid ethyl ester). The yield is 104.5%. Reaction SMILES: [CH2:1]([O:3][C:4](=[O:24])[C:5]1[CH:10]=[CH:9][C:8]([NH:11][C:12]2[CH:17]=[CH:16][C:15]([N+:18]([O-:20])=[O:19])=[CH:14][C:13]=2[N+:21]([O-])=O)=[CH:7][CH:6]=1)[CH3:2].[Cl-].[NH4+].N.[S-2].[Na+].[Na+]>O.C(O)C>[CH2:1]([O:3][C:4](=[O:24])[C:5]1[CH:6]=[CH:7][C:8]([NH:11][C:12]2[CH:17]=[CH:16][C:15]([N+:18]([O-:20])=[O:19])=[CH:14][C:13]=2[NH2:21])=[CH:9][CH:10]=1)[CH3:2] |f:1.2,4.5.6|. Reported procedure: At an internal temperature of 78° C. (90° C. bath temperature), 566 mg (1.7 mmol) of 4-(2,4-dinitrophenylamino)benzoic acid ethyl ester, 761 mg (12.2 mmol) of ammonium chloride, 0.68 ml of concentrated ammonia, 15 ml of ethanol and 6 ml of distilled water are combined. To this mixture is added 1.27 g (5.68 mmol) of sodium sulfide (35% strength) in 3 portions, and the mixture is stirred for one hour. The batch is vacuum-filtered at room temperature and first washed with water and then under ether...